Dataset: the Open Reaction Database (ORD), a public repository of structured organic reaction records. Task: describe an organic reaction: reactants, conditions, products, and yield Starting materials: OC=1C=C(OC2=CC3=CC=C(C=C3C=C2)OC2=CC(=C(C=C2)[N+](=O)[O-])O)C=CC1[N+](=O)[O-] (2,6-bis(3-hydroxy-4-nitrophenoxy)naphthalene), [K+].[Br-] (KBr). Product: NC1=C(C=C(OC2=CC3=CC=C(C=C3C=C2)OC2=CC(=C(C=C2)N)O)C=C1)O (2,6-Bis(4-amino-3-hydroxyphenoxy)naphthalene). The yield is 85.0%. Reaction SMILES: [OH:1][C:2]1[CH:3]=[C:4]([CH:27]=[CH:28][C:29]=1[N+:30]([O-])=O)[O:5][C:6]1[CH:15]=[CH:14][C:13]2[C:8](=[CH:9][CH:10]=[C:11]([O:16][C:17]3[CH:22]=[CH:21][C:20]([N+:23]([O-])=O)=[C:19]([OH:26])[CH:18]=3)[CH:12]=2)[CH:7]=1.[K+].[Br-]>>[NH2:23][C:20]1[CH:21]=[CH:22][C:17]([O:16][C:11]2[CH:10]=[CH:9][C:8]3[C:13](=[CH:14][CH:15]=[C:6]([O:5][C:4]4[CH:27]=[CH:28][C:29]([NH2:30])=[C:2]([OH:1])[CH:3]=4)[CH:7]=3)[CH:12]=2)=[CH:18][C:19]=1[OH:26] |f:1.2|. Procedure details: 2,6-Bis(4-amino-3-hydroxyphenoxy)naphthalene was synthesized in a manner analogous to Example 2 from 2,6-bis(3-hydroxy-4-nitrophenoxy)naphthalene. Yield 85.0%; mp 239˜241° C.; IR (KBr) 3295, 3367, 1499 cm−1; MS (EI) m/z 374 (M+, 100); Elemental Anal. Calcd. for C22H18N2O4: C, 70.59; H, 4.81; N, 7.49. Found: C, 70.51; H, 4.86; N, 7.462. Starting materials: C(C)(=O)OCC1=CC=CC=C1 (benzyl acetate), carbodiimides, isocyanates, C1(=CC=CC=C1)N=C=NC1=CC=CC=C1 (1,3-diphenylcarbodiimide), 2-(3-isopropenylphenyl-2-propyl]carbodiimide, CC(=C)C1=CC(=CC=C1)C(C)(C)N=C=O (m-TMI), C1(=CC=CC=C1)N=C=O (phenyl isocyanate), N=C=N (carbodiimide). Conditions: temperature 150 celsius, time 6 hour. Product: C1(=CC=CC=C1)N=C=NC(C)(C)C1=CC(=CC=C1)C(=C)C (1-Phenyl-3-[2-(3-isopropenylphenyl) -2-propyl]carbodiimide). RXN SMILES: C(OCC1C=CC=CC=1)(=O)C.[CH3:12][C:13]([C:15]1[CH:20]=[CH:19][CH:18]=[C:17]([C:21]([N:24]=[C:25]=O)([CH3:23])[CH3:22])[CH:16]=1)=[CH2:14].[C:27]1([N:33]=C=O)[CH:32]=[CH:31][CH:30]=[CH:29][CH:28]=1.N=C=N.C1(N=C=NC2C=CC=CC=2)C=CC=CC=1>>[C:27]1([N:33]=[C:25]=[N:24][C:21]([C:17]2[CH:18]=[CH:19][CH:20]=[C:15]([C:13]([CH3:12])=[CH2:14])[CH:16]=2)([CH3:23])[CH3:22])[CH:32]=[CH:31][CH:30]=[CH:29][CH:28]=1. Procedure details: We combined 0.0982 g TPAO, 19.30 g benzyl acetate (internal standard), 60.40 g of m-TMI, and 35.77 g phenyl isocyanate. Heating at 150° C. was carried out for 6 hours; at 2 hours IR showed nearly complete conversion of isocyanates to carbodiimides. GC-FID showed that product was predominantly the title carbodiimide (89.3%), unreacted TMI (4.2%), 1,3-bis[2-(3-isopropenylphenyl-2-propyl]carbodiimide (4.2%) and 1,3-diphenylcarbodiimide (2.9%) versus internal standard. Material from this Example was... Reactants: C1(=CC=CC=C1)C1=NOC(CN1)COS(=O)(=O)C1=CC=C(C)C=C1 (3-phenyl-6-tosyloxymethyl-5,6-dihydro-4H-1,2,4-oxadiazine), CNC1CCCCC1 (methylcyclohexyl amine), ClC1=CC=CC=C1 (chlorobenzene). The product is Cl.Cl.C1(=CC=CC=C1)C1=NOC(CN1C)N(C1CCCCC1)C (3-phenyl-6-(N-methyl-N-cyclohexylamino)-methyl-5,6-dihydro-4H-1,2,4-oxadiazine dihydrochloride). Reported procedure: To 2.0 g. of 3-phenyl-6-tosyloxymethyl-5,6-dihydro-4H-1,2,4-oxadiazine 30 ml. of chlorobenzene and 3 ml. of methylcyclohexyl amine are added and the reaction mixture is refluxed for 6 hours. The mixture is then cooled down and the precipitated product is filtered off, dissolved in ethyl acetate and the solution is acidified with hydrochloric acid in ethanol. 1.1 g. of 3-phenyl-6-(N-methyl-N-cyclohexylamino)-methyl-5,6-dihydro-4H-1,2,4-oxadiazine dihydrochloride are obtained, which has the same p... RXN SMILES: [C:1]1([C:7]2[NH:12][CH2:11][CH:10](COS(C3C=CC(C)=CC=3)(=O)=O)[O:9][N:8]=2)[CH:6]=[CH:5][CH:4]=[CH:3][CH:2]=1.[CH3:25][NH:26][CH:27]1[CH2:32][CH2:31][CH2:30][CH2:29][CH2:28]1.[Cl:33][C:34]1C=CC=CC=1>>[ClH:33].[ClH:33].[C:1]1([C:7]2[N:12]([CH3:34])[CH2:11][CH:10]([N:26]([CH3:25])[CH:27]3[CH2:32][CH2:31][CH2:30][CH2:29][CH2:28]3)[O:9][N:8]=2)[CH:2]=[CH:3][CH:4]=[CH:5][CH:6]=1 |f:3.4.5|. The reactants are ClC1=C(C(=NC(=N1)S(=O)(=O)C)NC1=CC(=NN1)C)F (6-chloro-5-fluoro-N-(3-methyl-1H-pyrazol-5-yl)-2-(methylsulfonyl)pyrimidin-4-amine), C1(CC1)C1(CNC1)F (3-cyclopropyl-3-fluoroazetidine). Solvent: C(C)#N (acetonitrile), C(C)OC(C)=O (ethylacetate), O (water). Conditions: temperature 50 celsius, time 1 hour. Yields the product C1(CC1)C1(CN(C1)C1=C(C(=NC(=N1)S(=O)(=O)C)NC1=CC(=NN1)C)F)F (6-(3-cyclopropyl-3-fluoroazetidin-1-yl)-5-fluoro-N-(3-methyl-1H-pyrazol-5-yl)-2-(methylsulfonyl)pyrimidin-4-amine), solid. Isolated yield 51.0%. Reaction SMILES: Cl[C:2]1[N:7]=[C:6]([S:8]([CH3:11])(=[O:10])=[O:9])[N:5]=[C:4]([NH:12][C:13]2[NH:17][N:16]=[C:15]([CH3:18])[CH:14]=2)[C:3]=1[F:19].[CH:20]1([C:23]2([F:27])[CH2:26][NH:25][CH2:24]2)[CH2:22][CH2:21]1>C(#N)C.C(OC(=O)C)C.O>[CH:20]1([C:23]2([F:27])[CH2:26][N:25]([C:2]3[N:7]=[C:6]([S:8]([CH3:11])(=[O:10])=[O:9])[N:5]=[C:4]([NH:12][C:13]4[NH:17][N:16]=[C:15]([CH3:18])[CH:14]=4)[C:3]=3[F:19])[CH2:24]2)[CH2:22][CH2:21]1. Procedure: A suspension of 6-chloro-5-fluoro-N-(3-methyl-1H-pyrazol-5-yl)-2-(methylsulfonyl)pyrimidin-4-amine (100 mg, 0.33 mmol) and 3-cyclopropyl-3-fluoroazetidine (50 mg, 0.33 mmol) in acetonitrile (5 ml) was heated to 50° C. and stirred for 1 hr. The mixture was allowed to cool and diluted with ethylacetate (20 ml) and water (20 ml). The organic layer was dried (Na2SO4) and concentrated to give a solid. Purification by flash column chromatography eluting with 40% ethylacetate/hexanes and ethyl acetate ... The reactants are C(C)(C)(C)OC(=O)NC(C(=O)O)C1CC1 (2-((tert-butoxycarbonyl)amino)-2-cyclopropyl acetic acid), C(O)([O-])=O.[Na+] (sodium hydrogen carbonate), CCN=C=NCCCN(C)C.Cl (WSC.HCl), C(C)(C)N(CC)C(C)C (diisopropylethylamine), [Cl-].[NH4+] (ammonium chloride). Solvent: CN(C)C=O (DMF), O (H2O). Run at time 3 hour. The product is C(C)(C)(C)OC(NC(C(=O)N)C1CC1)=O (tert-butyl(2-amino-1-cyclopropyl-2-oxoethyl)carbamate). Isolated yield 100.5%. Reaction SMILES: CC[N:3]=C=NCCCN(C)C.Cl.C(N(C(C)C)CC)(C)C.[Cl-].[NH4+].[C:24]([O:28][C:29]([NH:31][CH:32]([CH:36]1[CH2:38][CH2:37]1)[C:33](O)=[O:34])=[O:30])([CH3:27])([CH3:26])[CH3:25].C(=O)([O-])O.[Na+]>CN(C=O)C.O>[C:24]([O:28][C:29](=[O:30])[NH:31][CH:32]([CH:36]1[CH2:38][CH2:37]1)[C:33]([NH2:3])=[O:34])([CH3:27])([CH3:26])[CH3:25] |f:0.1,3.4,6.7|. Procedure details: H2O (353 mg), WSC.HCl (460 mg), diisopropylethylamine (986 mg), and ammonium chloride (500 mg) were added to a DMF (5 ml) solution containing 2-((tert-butoxycarbonyl)amino)-2-cyclopropyl acetic acid (500 mg) at room temperature, followed by stirring at room temperature for 3 hours. A saturated aqueous sodium hydrogen carbonate solution was added to the reaction mixture, followed by extraction with ethyl acetate. The resultant was dried over anhydrous sodium sulfate. Subsequently, the solvent was... The reactants are CC(C)(C)[O-], CCOC(C)=O, CCCCCC, O=[N+]([O-])c1ccc(F)cc1F, [K+], Nc1cccc(F)c1, CN(C)C=O, O. Product: O=[N+]([O-])c1ccc(F)cc1Nc1cccc(F)c1. As a reaction SMILES: [CH3:20][C:21]([CH3:22])([O-:23])[CH3:24].[CH3:32][CH2:33][O:34][C:35]([CH3:36])=[O:37].[CH3:38][CH2:39][CH2:40][CH2:41][CH2:42][CH3:43].[F:9][c:10]1[c:11]([N+:17](=[O:18])[O-:19])[cH:12][cH:13][c:14]([F:16])[cH:15]1.[K+:25].[NH2:1][c:2]1[cH:3][cH:4][cH:5][c:6]([F:7])[cH:8]1.[O:27]=[CH:28][N:29]([CH3:30])[CH3:31].[OH2:26]>>[NH:1]([c:2]1[cH:3][cH:4][cH:5][c:6]([F:7])[cH:8]1)[c:10]1[c:11]([N+:17](=[O:18])[O-:19])[cH:12][cH:13][c:14]([F:16])[cH:15]1. The reactants are C1(CC1)N=C=S (cyclopropyl isothiocyanate), ClC1=C(C(=C(N=N1)NN)C)C ((6-Chloro-4,5-dimethylpyridazin-3-yl)hydrazine), C(Cl)Cl (methylene chloride), C(C)OCC (diethyl ether). Run at time 8 hour. The product is ClC1=C(C(=C(N=N1)NN(C(=S)N)C1CC1)C)C ((6-Chloro-4,5-dimethylpyridazin-3-yl)amino-N-(cyclopropyl)thiourea). As a reaction SMILES: [Cl:1][C:2]1[N:7]=[N:6][C:5]([NH:8][NH2:9])=[C:4]([CH3:10])[C:3]=1[CH3:11].C1([N:15]=[C:16]=[S:17])CC1.C(O[CH2:21][CH3:22])C.[CH2:23](Cl)Cl>>[Cl:1][C:2]1[N:7]=[N:6][C:5]([NH:8][N:9]([CH:22]2[CH2:21][CH2:23]2)[C:16]([NH2:15])=[S:17])=[C:4]([CH3:10])[C:3]=1[CH3:11]. Procedure details: (6-Chloro-4,5-dimethylpyridazin-3-yl)hydrazine (W3.006, 540 mg) was dissolved in methylene chloride (50 ml), and cyclopropyl isothiocyanate (290 μl) was added while stirring. The mixture was stirred at RT for 7 h and then left to stand overnight. Thereafter, it was admixed with diethyl ether (50 ml) and stirred for 3 h, and the precipitate formed was filtered off with suction. The precipitate was washed with ether and dried under reduced pressure. 830 mg of the title compound were obtained. Run at temperature 80 celsius, time 2 hour. RXN SMILES: [C:1]1(=[O:10])[C:9]2[C:4](=[CH:5][CH:6]=[CH:7][CH:8]=2)[CH2:3][NH:2]1.[CH2:11](Br)[C:12]#[CH:13].C(=O)([O-])[O-].[Cs+].[Cs+]>C(#N)C>[CH2:13]([N:2]1[CH2:3][C:4]2[C:9](=[CH:8][CH:7]=[CH:6][CH:5]=2)[C:1]1=[O:10])[C:12]#[CH:11] |f:2.3.4|. Isolated yield 95.8%. Reported procedure: To 2,3-dihydro-isoindol-1-one (250.0 mg, 1.85 mmol) in acetonitrile (9 mL) was added propargyl bromide (308.6 uL, 2.77 mmol) and cesium carbonate (2.4 g, 7.39 mmol) and the mixture was allowed to stir at 80° C. for two hours. An aqueous workup was done to provide the title compound (303.3 mg, 96%). Reactants: C1(NCC2=CC=CC=C12)=O (2,3-dihydro-isoindol-1-one), C(C#C)Br (propargyl bromide), C([O-])([O-])=O.[Cs+].[Cs+] (cesium carbonate). The solvent is C(C)#N (acetonitrile). Product: C(C#C)N1C(C2=CC=CC=C2C1)=O (2-Prop-2-ynyl-2,3-dihydro-isoindol-1-one).